From a dataset of the Open Reaction Database (ORD), a public repository of structured organic reaction records. describe an organic reaction: reactants, conditions, products, and yield Reactants: [Al+3], Cl, [H-], [H-], [H-], [H-], [Li+], [Na+], [OH-], O, N#CCN1CCC(CCO)CC1. The product is Cl, NCCN1CCC(CCO)CC1. Reaction SMILES: [Al+3:14].[ClH:21].[H-:13].[H-:16].[H-:17].[H-:18].[Li+:15].[Na+:20].[OH-:19].[OH2:22].[OH:1][CH2:2][CH2:3][CH:4]1[CH2:5][CH2:6][N:7]([CH2:10][C:11]#[N:12])[CH2:8][CH2:9]1>>[ClH:21].[OH:1][CH2:2][CH2:3][CH:4]1[CH2:5][CH2:6][N:7]([CH2:10][CH2:11][NH2:12])[CH2:8][CH2:9]1. The reactants are C(C1=CC=CC=C1)O (benzyl alcohol), [H-].[Na+] (sodium hydride), ice water, CN(CCC1=CC=CC=C1)C1CCN(CC1)C(=O)C1=CC(=NC2=CC=CC=C12)Cl (4-{4-[N-methyl-N-(2-phenylethyl)amino]-1-piperidinyl)carbonyl-2-chloroquinoline). The solvent is CN(C=O)C (dimethylformamide), CN(C=O)C (dimethylformamide), CN(C=O)C (dimethylformamide). Run at time 30 minute. The product is CN(CCC1=CC=CC=C1)C1CCN(CC1)C(=O)C1=CC(=NC2=CC=CC=C12)OCC1=CC=CC=C1 (4-{4-[N-methyl-N-(2-phenylethyl)amino]-1-piperidinyl)carbonyl-2-benzyloxyquinoline). The yield is 93.6%. As a reaction SMILES: [CH2:1]([OH:8])[C:2]1[CH:7]=[CH:6][CH:5]=[CH:4][CH:3]=1.[H-].[Na+].[CH3:11][N:12]([CH:21]1[CH2:26][CH2:25][N:24]([C:27]([C:29]2[C:38]3[C:33](=[CH:34][CH:35]=[CH:36][CH:37]=3)[N:32]=[C:31](Cl)[CH:30]=2)=[O:28])[CH2:23][CH2:22]1)[CH2:13][CH2:14][C:15]1[CH:20]=[CH:19][CH:18]=[CH:17][CH:16]=1>CN(C)C=O>[CH3:11][N:12]([CH:21]1[CH2:26][CH2:25][N:24]([C:27]([C:29]2[C:38]3[C:33](=[CH:34][CH:35]=[CH:36][CH:37]=3)[N:32]=[C:31]([O:8][CH2:1][C:2]3[CH:7]=[CH:6][CH:5]=[CH:4][CH:3]=3)[CH:30]=2)=[O:28])[CH2:23][CH2:22]1)[CH2:13][CH2:14][C:15]1[CH:16]=[CH:17][CH:18]=[CH:19][CH:20]=1 |f:1.2|. Procedure: A solution of 0.4 g of benzyl alcohol in 2 ml of dimethylformamide was dropwise added to a suspension of 150 mg of sodium hydride in 5 ml of dimethylformamide with ice-cooling. The mixture was stirred at the same temperature for 30 minutes. Thereto was dropwise added 1.0 g of 4-{4-[N-methyl-N-(2-phenylethyl)amino]-1-piperidinyl)carbonyl-2-chloroquinoline in 2 ml of dimethylformamide. The mixture was stirred at room temperature for 1 hour to give rise to a reaction. The reaction mixture was poure... Reactants: C1(=CC=CC=C1)S(=O)(=O)N1C=CC=2C=NC=CC21 (1-benzenesulphonyl-1H-pyrrolo[3,2-c]pyridine), CN(CCN(C)C)C (tetramethylethylenediamine), C(C)(C)(C)[Li] (tert-butyl lithium). Solvent: O1CCCC1 (tetrahydrofuran), CCCCC (pentane). Yields the product C1(=CC=CC=C1)S(=O)(=O)N1C(=CC=2C=NC=CC21)[Li] (1-benzenesulphonyl-2-lithio-1H-pyrrolo[3,2-c]pyridine). As a reaction SMILES: [C:1]1([S:7]([N:10]2[C:18]3[CH:17]=[CH:16][N:15]=[CH:14][C:13]=3[CH:12]=[CH:11]2)(=[O:9])=[O:8])[CH:6]=[CH:5][CH:4]=[CH:3][CH:2]=1.CN(C)CCN(C)C.C([Li:31])(C)(C)C>O1CCCC1.CCCCC>[C:1]1([S:7]([N:10]2[C:18]3[CH:17]=[CH:16][N:15]=[CH:14][C:13]=3[CH:12]=[C:11]2[Li:31])(=[O:9])=[O:8])[CH:2]=[CH:3][CH:4]=[CH:5][CH:6]=1. Procedure details: A solution of 0.645 g (2.5 mmols) of 1-benzenesulphonyl-1H-pyrrolo[3,2-c]pyridine and 0.755 ml (5 mmols) of tetramethylethylenediamine in 5 ml of tetrahydrofuran was cooled to -70° C. and 5 mmols of tert-butyl lithium in pentane were added, care being taken that the temperature did not exceed -60° C. The reaction medium was then stirred to obtain a solution of 1-benzenesulphonyl-2-lithio-1H-pyrrolo[3,2-c]pyridine which was used as such. The reactants are C(O)([O-])=O.[Na+] (sodium hydrogen carbonate), C(CCCCCCC)[C@@H](CO)[C@@H](C)O ((2S,3R)-2-octyl-1,3-butanediol), C(#N)C1=CC=C(C=C1)C1=CC=C(C=C1)C=O (4'-cyano-4-biphenylcarboxaldehyde), S(O)(O)(=O)=O (sulfuric acid). The solvent is O (water), C(Cl)Cl (methylene chloride), C1(=CC=CC=C1)C (toluene), C(C)(=O)OCC (ethyl acetate), CCCCCC (hexane). The product is C(CCCCCCC)[C@@H]1[C@H](O[C@H](OC1)C1=CC=C(C=C1)C1=CC=C(C=C1)C#N)C (4'-[(2S,4R,5S)-5-octyl-4-methyl-1,3-dioxan-2-yl]-4-cyanobi-phenyl). Yield: 85.7%. As a reaction SMILES: [CH2:1]([C@H:9]([C@H:12]([OH:14])[CH3:13])[CH2:10][OH:11])[CH2:2][CH2:3][CH2:4][CH2:5][CH2:6][CH2:7][CH3:8].[C:15]([C:17]1[CH:22]=[CH:21][C:20]([C:23]2[CH:28]=[CH:27][C:26]([CH:29]=O)=[CH:25][CH:24]=2)=[CH:19][CH:18]=1)#[N:16].S(=O)(=O)(O)O.C(=O)([O-])O.[Na+]>C(OCC)(=O)C.CCCCCC.C(Cl)Cl.O.C1(C)C=CC=CC=1>[CH2:1]([C@H:9]1[CH2:10][O:11][C@H:29]([C:26]2[CH:25]=[CH:24][C:23]([C:20]3[CH:21]=[CH:22][C:17]([C:15]#[N:16])=[CH:18][CH:19]=3)=[CH:28][CH:27]=2)[O:14][C@@H:12]1[CH3:13])[CH2:2][CH2:3][CH2:4][CH2:5][CH2:6][CH2:7][CH3:8] |f:3.4|. Procedure: A mixture of 3.0 g of (2S,3R)-2-octyl-1,3-butanediol, 3.07 g of 4'-cyano-4-biphenylcarboxaldehyde, 0.1 ml of 1N sulfuric acid and 30 ml of toluene was placed under nitrogen in a round flask having a magnetic stirrer, water separator and condenser. The mixture was heated to reflux for 3 hours while separating water. The cooled reaction mixture was poured into aqueous sodium hydrogen carbonate solution and treated with methylene chloride. The aqueous phase was separated and extracted twice with me... As a reaction SMILES: [CH2:33]([OH:34])[CH2:35][CH2:36][CH3:37].[CH:1](=[CH2:2])[c:3]1[n:4][cH:5][cH:6][cH:7][cH:8]1.[F:9][c:10]1[cH:11][cH:12][c:13]([CH2:16][n:17]2[c:18]3[n:19][cH:20][n:21][cH:22][c:23]3[n:24][c:25]2[NH:26][CH:27]2[CH2:28][CH2:29][NH:30][CH2:31][CH2:32]2)[cH:14][cH:15]1>>[CH2:1]([CH2:2][N:30]1[CH2:29][CH2:28][CH:27]([NH:26][c:25]2[n:17]([CH2:16][c:13]3[cH:12][cH:11][c:10]([F:9])[cH:15][cH:14]3)[c:18]3[n:19][cH:20][n:21][cH:22][c:23]3[n:24]2)[CH2:32][CH2:31]1)[c:3]1[n:4][cH:5][cH:6][cH:7][cH:8]1. The product is Fc1ccc(Cn2c(NC3CCN(CCc4ccccn4)CC3)nc3cncnc32)cc1. The reactants are CCCCO, C=Cc1ccccn1, Fc1ccc(Cn2c(NC3CCNCC3)nc3cncnc32)cc1. Reactants: FC(C(=O)OC1=C(C(=C(C(=C1F)F)F)F)F)(F)F (pentafluorophenyl trifluoroacetate), COC=1C=C(C=CC1NC(=O)NC1=C(C=CC=C1)C)CC(=O)O (3-methoxy-4-[N′-(2-methylphenyl)ureido]phenylacetic acid), O (water). The solvent is CN(C)C=O (DMF). Reaction conditions: time 1 hour. The product is COC=1C=C(C=CC1NC(=O)NC1=C(C=CC=C1)C)CC(=O)OC1=C(C(=C(C(=C1F)F)F)F)F (pentafluorophenyl 3-methoxy-4-[N′-(2-methylphenyl) ureido]phenylacetate). Isolated yield 96.0%. Reaction SMILES: [CH3:1][O:2][C:3]1[CH:4]=[C:5]([CH2:20][C:21]([OH:23])=[O:22])[CH:6]=[CH:7][C:8]=1[NH:9][C:10]([NH:12][C:13]1[CH:18]=[CH:17][CH:16]=[CH:15][C:14]=1[CH3:19])=[O:11].FC(F)(F)C(O[C:29]1[C:34]([F:35])=[C:33]([F:36])[C:32]([F:37])=[C:31]([F:38])[C:30]=1[F:39])=O.O>CN(C=O)C>[CH3:1][O:2][C:3]1[CH:4]=[C:5]([CH2:20][C:21]([O:23][C:29]2[C:30]([F:39])=[C:31]([F:38])[C:32]([F:37])=[C:33]([F:36])[C:34]=2[F:35])=[O:22])[CH:6]=[CH:7][C:8]=1[NH:9][C:10]([NH:12][C:13]1[CH:18]=[CH:17][CH:16]=[CH:15][C:14]=1[CH3:19])=[O:11]. Reported procedure: To a stirred mixture of 3-methoxy-4-[N′-(2-methylphenyl)ureido]phenylacetic acid (1.30 g, 4.136 mmol), Et3 N (0.63 mL, 4.549 mmol) in DMF (20 mL) was added pentafluorophenyl trifluoroacetate at 0° C. The resulting mixture was stirred at room temp for 1 hr. The mixture was poured into water (60 mL) and precipitate was collected with suction. The crude solid was washed with 0.1 N HCl, H2O, n-hexane, and dried at 40° C. to afford 1.91 g (96%) pentafluorophenyl 3-methoxy-4-[N′-(2-methylphenyl) ureid...